From a dataset of the Open Reaction Database (ORD), a public repository of structured organic reaction records. describe an organic reaction: reactants, conditions, products, and yield The reactants are OCCCC=1SC=CC1CCC#N (3-[2-(3-Hydroxy-propyl)-thiophen-3-yl]-propionitrile), C1CC(=O)N(C1=O)Br (NBS). Run in CN(C)C=O (DMF). Conditions: time 6 hour. Yields the product BrC1=CC(=C(S1)CCCO)CCC#N (3-[5-Bromo-2-(3-hydroxy-propyl)-thiophen-3-yl]-propionitrile). Yield: 32.4%. As a reaction SMILES: [OH:1][CH2:2][CH2:3][CH2:4][C:5]1[S:6][CH:7]=[CH:8][C:9]=1[CH2:10][CH2:11][C:12]#[N:13].C1C(=O)N([Br:21])C(=O)C1>CN(C=O)C>[Br:21][C:7]1[S:6][C:5]([CH2:4][CH2:3][CH2:2][OH:1])=[C:9]([CH2:10][CH2:11][C:12]#[N:13])[CH:8]=1. Reported procedure: To a solution of 3-[2-(3-hydroxy-propyl)-thiophen-3-yl]-propionitrile 83 (0.18 g, 0.9 mmol) in DMF (2 mL) was added NBS (0.18 g, 0.99 mmol). The mixture was then stirred at room temperature for 6 hours and then concentrated in vacuo. A solution of the residue in CH2Cl2 (80 mL) was washed with water, dried over Na2SO4, filtered, and concentrated in vacuo. Purification by silica gel column chromatography (eluent: 50% EtOAc in hexane) afforded 84 (0.08 g). 1H NMR (400 MHz, d6-DMSO) δ: 7.06 (s, 1H),... The reactants are N1C[C@@H](CC1)O ((3R)pyrrolidin-3-ol), BrCCCOC1=CC=CC=C1 ((3-bromopropoxy)benzene). Product: O(C1=CC=CC=C1)CCCN1C[C@@H](CC1)O ((3R)-1-(3-phenoxypropyl)pyrrolidin-3-ol). Isolated yield 71.3%. As a reaction SMILES: [NH:1]1[CH2:5][CH2:4][C@@H:3]([OH:6])[CH2:2]1.Br[CH2:8][CH2:9][CH2:10][O:11][C:12]1[CH:17]=[CH:16][CH:15]=[CH:14][CH:13]=1>>[O:11]([CH2:10][CH2:9][CH2:8][N:1]1[CH2:5][CH2:4][C@@H:3]([OH:6])[CH2:2]1)[C:12]1[CH:17]=[CH:16][CH:15]=[CH:14][CH:13]=1. Procedure: Prepared as in Intermediate I-15 from (3R)pyrrolidin-3-ol (commercially available) and (3-bromopropoxy)benzene. The yield was 2.26 g (71.3%) of the title compound.